Dataset: the Open Reaction Database (ORD), a public repository of structured organic reaction records. Task: describe an organic reaction: reactants, conditions, products, and yield Starting materials: Cl (hydrochloric acid), ClC1=CC=C(C=C1)N=C=O (4-Chlorophenylisocyanate), cuprous chloride, OCCC1CN2C(O1)=NC(=C2)[N+](=O)[O-] (2-(2-hydroxyethyl)-6-nitro-2,3-dihydroimidazo[2,1-b]oxazole). Solvent: CN(C)C=O (DMF). Run at time 4 hour. Product: ClC1=CC=C(C=C1)NC(OCCC1CN2C(O1)=NC(=C2)[N+](=O)[O-])=O (2-(6-nitro-2,3-dihydroimidazo[2,1-b]oxazol-2-yl)ethyl 4-chlorophenylcarbamate). The yield is 45.4%. RXN SMILES: [Cl:1][C:2]1[CH:7]=[CH:6][C:5]([N:8]=[C:9]=[O:10])=[CH:4][CH:3]=1.[OH:11][CH2:12][CH2:13][CH:14]1[O:18][C:17]2=[N:19][C:20]([N+:22]([O-:24])=[O:23])=[CH:21][N:16]2[CH2:15]1.Cl>CN(C=O)C>[Cl:1][C:2]1[CH:7]=[CH:6][C:5]([NH:8][C:9](=[O:10])[O:11][CH2:12][CH2:13][CH:14]2[O:18][C:17]3=[N:19][C:20]([N+:22]([O-:24])=[O:23])=[CH:21][N:16]3[CH2:15]2)=[CH:4][CH:3]=1. Procedure: 4-Chlorophenylisocyanate (169 ml, 1.1 mmol) and cuprous chloride (50 mg, 0.5 mmol) was added to a solution of 2-hydroxyethyl-6-nitro-2,3-dihydroimidazo[2,1-b]oxazole prepared in Example 31 (0.2 g, 1.0 mmol) in DMF (5 ml) with cooling on ice-bath followed by stirring at room temperature for 4 hours. The mixture was cooled on ice-bath and added 10% hydrochloric acid. The resulting mixture was extracted with ethyl acetate, and the extract was washed with water, dried over magnesium sulfate, and the... Product: O=C1OCc2c1cc(Cl)cc2[N+](=O)[O-]. Reaction SMILES: [Br:1][CH2:2][c:3]1[c:4]([C:5](=[O:6])[O:7][CH3:8])[cH:9][c:10]([Cl:16])[cH:11][c:12]1[N+:13](=[O:14])[O-:15].[CH2:17]1[O:18][CH2:19][CH2:20][O:21][CH2:22]1.[OH2:23]>>[c:3]12[c:4]([cH:9][c:10]([Cl:16])[cH:11][c:12]1[N+:13](=[O:14])[O-:15])[C:5](=[O:6])[O:7][CH2:8]2. The reactants are COC(=O)c1cc(Cl)cc([N+](=O)[O-])c1CBr, C1COCCO1, O.